Dataset: the Open Reaction Database (ORD), a public repository of structured organic reaction records. Task: describe an organic reaction: reactants, conditions, products, and yield The reactants are NS(=O)(=O)c1ccc(Br)cc1, CCO, [Na+], [Na+], O=C([O-])[O-], CC(Oc1ccc(B(O)O)cc1)C(O)CCc1cccnc1, c1ccc(P(c2ccccc2)(c2ccccc2)[Pd](P(c2ccccc2)(c2ccccc2)c2ccccc2)(P(c2ccccc2)(c2ccccc2)c2ccccc2)P(c2ccccc2)(c2ccccc2)c2ccccc2)cc1. Yields the product CC(Oc1ccc(-c2ccc(S(N)(=O)=O)cc2)cc1)C(O)CCc1cccnc1. Reaction SMILES: [Br:23][c:24]1[cH:25][cH:26][c:27]([S:30](=[O:31])(=[O:32])[NH2:33])[cH:28][cH:29]1.[CH3:117][CH2:118][OH:119].[Na+:34].[Na+:35].[O-:36][C:37](=[O:38])[O-:39].[OH:1][CH:2]([CH:3]([O:4][c:5]1[cH:6][cH:7][c:8]([B:11]([OH:12])[OH:13])[cH:9][cH:10]1)[CH3:14])[CH2:15][CH2:16][c:17]1[cH:18][n:19][cH:20][cH:21][cH:22]1.[cH:40]1[cH:41][cH:42][c:43]([P:44]([Pd:45]([P:46]([c:47]2[cH:48][cH:49][cH:50][cH:51][cH:52]2)([c:53]2[cH:54][cH:55][cH:56][cH:57][cH:58]2)[c:59]2[cH:60][cH:61][cH:62][cH:63][cH:64]2)([P:65]([c:66]2[cH:67][cH:68][cH:69][cH:70][cH:71]2)([c:72]2[cH:73][cH:74][cH:75][cH:76][cH:77]2)[c:78]2[cH:79][cH:80][cH:81][cH:82][cH:83]2)[P:84]([c:85]2[cH:86][cH:87][cH:88][cH:89][cH:90]2)([c:91]2[cH:92][cH:93][cH:94][cH:95][cH:96]2)[c:97]2[cH:98][cH:99][cH:100][cH:101][cH:102]2)([c:103]2[cH:104][cH:105][cH:106][cH:107][cH:108]2)[c:109]2[cH:110][cH:111][cH:112][cH:113][cH:114]2)[cH:115][cH:116]1>>[OH:1][CH:2]([CH:3]([O:4][c:5]1[cH:6][cH:7][c:8](-[c:24]2[cH:25][cH:26][c:27]([S:30](=[O:31])(=[O:32])[NH2:33])[cH:28][cH:29]2)[cH:9][cH:10]1)[CH3:14])[CH2:15][CH2:16][c:17]1[cH:18][n:19][cH:20][cH:21][cH:22]1. Starting materials: CCC1=C(C(=O)OCc2ccccc2)C(c2ccc(F)c(F)c2)NC(OC)=N1, COC(=N)N, [Na+], O=C([O-])O, CN(C)C=O, O=S(=O)(O)O. Product: COC1=NC(C)=C(C(=O)OCc2ccccc2)C(c2ccc(F)c(F)c2)N1. Reaction SMILES: [CH2:1]([c:2]1[cH:3][cH:4][cH:5][cH:6][cH:7]1)[O:8][C:9](=[O:10])[C:11]1=[C:12]([CH2:27][CH3:28])[N:13]=[C:14]([O:25][CH3:26])[NH:15][CH:16]1[c:17]1[cH:18][c:19]([F:24])[c:20]([F:23])[cH:21][cH:22]1.[CH3:34][O:35][C:36](=[NH:37])[NH2:38].[Na+:43].[O-:39][C:40]([OH:41])=[O:42].[O:44]=[CH:45][N:46]([CH3:47])[CH3:48].[S:29]([OH:30])([OH:31])(=[O:32])=[O:33]>>[CH2:1]([c:2]1[cH:3][cH:4][cH:5][cH:6][cH:7]1)[O:8][C:9](=[O:10])[C:11]1=[C:12]([CH3:27])[N:13]=[C:14]([O:25][CH3:26])[NH:15][CH:16]1[c:17]1[cH:18][c:19]([F:24])[c:20]([F:23])[cH:21][cH:22]1.